Dataset: the Open Reaction Database (ORD), a public repository of structured organic reaction records. Task: describe an organic reaction: reactants, conditions, products, and yield The reactants are O=S1(OC2=C(CC1C)C=CC=C2S(=O)(=O)N)=O (3,4-dihydro-2,2-dioxo-3-methyl-1,2-benzoxathiin-8-ylsulfonamide), N12CCCCCC2=NCCC1 (1,8-diazabicyclo[5.4.0]undec-7-ene), COC1=NC(=NC(=C1)C)N(C([O-])=O)C1=CC=CC=C1 (N-(4-methoxy-6-methylpyrimidin-2-yl)phenylcarbamate). Run in O1CCOCC1 (dioxan). Conditions: time 45 minute. The product is O=S1(OC2=C(CC1C)C=CC=C2S(=O)(=O)NC(=O)NC2=NC(=CC(=N2)OC)C)=O (N-(3,4-dihydro-2,2-dioxo-3-methyl-1,2-benzoxathiin-8-ylsulfonyl)-N'-(4-methoxy-6-methylpyrimidin-2-yl)urea). Isolated yield 93.4%. Reaction SMILES: [O:1]=[S:2]1(=[O:17])[CH:7]([CH3:8])[CH2:6][C:5]2[CH:9]=[CH:10][CH:11]=[C:12]([S:13]([NH2:16])(=[O:15])=[O:14])[C:4]=2[O:3]1.N12CCCN=C1CCCCC2.[CH3:29][O:30][C:31]1[CH:36]=[C:35]([CH3:37])[N:34]=[C:33]([N:38](C2C=CC=CC=2)[C:39](=O)[O-:40])[N:32]=1>O1CCOCC1>[O:17]=[S:2]1(=[O:1])[CH:7]([CH3:8])[CH2:6][C:5]2[CH:9]=[CH:10][CH:11]=[C:12]([S:13]([NH:16][C:39]([NH:38][C:33]3[N:32]=[C:31]([O:30][CH3:29])[CH:36]=[C:35]([CH3:37])[N:34]=3)=[O:40])(=[O:14])=[O:15])[C:4]=2[O:3]1. Procedure details: A mixture of 3.33 g of 3,4-dihydro-2,2-dioxo-3-methyl-1,2-benzoxathiin-8-ylsulfonamide, 1.84 ml of 1,8-diazabicyclo[5.4.0]undec-7-ene, 3.2 g of N-(4-methoxy-6-methylpyrimidin-2-yl)phenylcarbamate and 35 ml of absolute dioxan is stirred for 45 minutes at a temperature in the range from 20° to 25° C. The mixture is concentrated and the oily residue is triturated with ether and 14 ml of 1N hydrochloric acid. The crystalline precipitate obtained is isolated, washed with water and dried, affording 4.... Starting materials: C(C)(C)(C)OC(=O)N1CC(N(C[C@@H]1CCCC)C1=C(C(=CC=C1)C)C)=O (4tert-Butoxycarbonyl-5(S)n-butyl-1-(2,3-dimethylphenyl)-2-piperazinone). The solvent is C(C)(=O)OCC (ethyl acetate). Reaction conditions: temperature 0 celsius. Yields the product C(CCC)[C@@H]1NCC(N(C1)C1=C(C(=CC=C1)C)C)=O (5(S)-n-Butyl-1-(2,3-dimethylphenyl)-2-piperazinone). Reaction SMILES: C(OC([N:8]1[C@@H:13]([CH2:14][CH2:15][CH2:16][CH3:17])[CH2:12][N:11]([C:18]2[CH:23]=[CH:22][CH:21]=[C:20]([CH3:24])[C:19]=2[CH3:25])[C:10](=[O:26])[CH2:9]1)=O)(C)(C)C>C(OCC)(=O)C>[CH2:14]([C@H:13]1[CH2:12][N:11]([C:18]2[CH:23]=[CH:22][CH:21]=[C:20]([CH3:24])[C:19]=2[CH3:25])[C:10](=[O:26])[CH2:9][NH:8]1)[CH2:15][CH2:16][CH3:17]. Reported procedure: A solution of the product from Step D (0.570 g, 1.58 mmol) in ethyl acetate (50 mL) was cooled to −15° C. under nitrogen. HCl gas was bubbled through for 15 min, and the reaction solution warmed to 0° C. for 2h. The solvent was removed in vacuo to provide the titled product. Reactants: C(C)(C)(C)OC(=O)N1[C@H]([C@@H](C[C@H]1CO)C(C)C)C1=CC(=C(C=C1)OC)OCCCOC ((2R,3S,5S)-5-Hydroxymethyl-3-isopropyl-2-[4-methoxy-3-(3-methoxy-propoxy)phenyl]-pyrrolidine-1-carboxylic acid tert-butyl ester), N1=CC=CC=C1 (pyridine), C(C)(C)N(CC)C(C)C (diisopropylethylamine), CS(=O)C (dimethyl sulfoxide). The solvent is ClCCl (dichloromethane). Conditions: temperature -5 celsius. The product is C(C)(C)(C)OC(=O)N1[C@H]([C@@H](C[C@H]1C=O)C(C)C)C1=CC(=C(C=C1)OC)OCCCOC ((2R,3S,5S)-5-Formyl-3-isopropyl-2-[4-methoxy-3-(3 methoxy-propoxy)-phenyl]pyrrolidine-1-carboxylic acid tert-butyl ester). Isolated yield 80.4%. As a reaction SMILES: [C:1]([O:5][C:6]([N:8]1[C@H:12]([CH2:13][OH:14])[CH2:11][C@@H:10]([CH:15]([CH3:17])[CH3:16])[C@@H:9]1[C:18]1[CH:23]=[CH:22][C:21]([O:24][CH3:25])=[C:20]([O:26][CH2:27][CH2:28][CH2:29][O:30][CH3:31])[CH:19]=1)=[O:7])([CH3:4])([CH3:3])[CH3:2].N1C=CC=CC=1.C(N(C(C)C)CC)(C)C.CS(C)=O>ClCCl>[C:1]([O:5][C:6]([N:8]1[C@H:12]([CH:13]=[O:14])[CH2:11][C@@H:10]([CH:15]([CH3:17])[CH3:16])[C@@H:9]1[C:18]1[CH:23]=[CH:22][C:21]([O:24][CH3:25])=[C:20]([O:26][CH2:27][CH2:28][CH2:29][O:30][CH3:31])[CH:19]=1)=[O:7])([CH3:4])([CH3:3])[CH3:2]. Procedure details: Alternatively, to a solution of 1.1 g of the alcohol 6 in 10 mL of dichloromethane is added 0.4 g of pyridine, 1.1 g of diisopropylethylamine and 2.0 g of dimethyl sulfoxide. The mixture is cooled to −5° C. and 0.6 g of sulfur trioxide-pyridine complex is added in four portions over a period of 2 h. The reaction is quenched by addition of 2.5 mL of water and acidified by addition of 1 mL of 37% hydrochloric acid. The phases are separated and the organic phase washed with 2.5 mL of water, dried o... Starting materials: amine, CN(CCN(C1=CC=C(S1)C=O)C)C (5-[(2-dimethylamino-ethyl)-methyl-amino]-thiophene-2-carbaldehyde), CN(CCN(C1=CC=C(S1)C=O)C)C (5-[(2-dimethylamino-ethyl)-methyl-amino]-thiophene-2-carbaldehyde), CN(CCNC)C (N,N,N′-trimethylethylenediamine), BrC1=CC=C(S1)C=O (5-bromothiophene-2-carboxaldehyde), COC=1C=C(CC#N)C=CC1OC (3,4-dimethoxybenzyl cyanide). Product: COC=1C=C(C=CC1OC)/C(/C#N)=C/C=1SC(=CC1)N(C)CCN(C)C ((Z)-2-(3,4-dimethoxy-phenyl)-3-{5-[(2-dimethylamino-ethyl)-methyl-amino]-thiophen-2-yl}-acrylonitrile). Isolated yield 32.3%. Reaction SMILES: CN(C)CCNC.BrC1SC(C=O)=CC=1.[CH3:16][N:17]([CH3:29])[CH2:18][CH2:19][N:20]([CH3:28])[C:21]1[S:25][C:24]([CH:26]=O)=[CH:23][CH:22]=1.[CH3:30][O:31][C:32]1[CH:33]=[C:34]([CH:38]=[CH:39][C:40]=1[O:41][CH3:42])[CH2:35][C:36]#[N:37]>>[CH3:30][O:31][C:32]1[CH:33]=[C:34](/[C:35](=[CH:26]/[C:24]2[S:25][C:21]([N:20]([CH2:19][CH2:18][N:17]([CH3:29])[CH3:16])[CH3:28])=[CH:22][CH:23]=2)/[C:36]#[N:37])[CH:38]=[CH:39][C:40]=1[O:41][CH3:42]. Procedure details: Through the procedure as employed in Production step 1, an amine moiety derived from N,N,N′-trimethylethylenediamine (6.13 g) was introduced into 5-bromothiophene-2-carboxaldehyde (3.82 g), to thereby yield 5-[(2-dimethylamino-ethyl)-methyl-amino]-thiophene-2-carbaldehyde (yield: 3.26 g, 77%). The produced 5-[(2-dimethylamino-ethyl)-methyl-amino]-thiophene-2-carbaldehyde (2.12 g) was condensed with 3,4-dimethoxybenzyl cyanide (1.77 g) through Method A (production step 2), to thereby yield the ta... The reactants are C1CCOC1, [Li]CCCC, CS(C)(=O)=O, CCOC(C)=O, [Cl-], CC(C)(C)OC(=O)N=Cc1ccccc1Cl, [NH4+]. Yields the product CC(C)(C)OC(=O)NC(CS(C)(=O)=O)c1ccccc1Cl. Reaction SMILES: [CH2:29]1[O:30][CH2:31][CH2:32][CH2:33]1.[CH2:6]([Li:7])[CH2:8][CH2:9][CH3:10].[CH3:1][S:2](=[O:3])(=[O:4])[CH3:5].[CH3:34][CH2:35][O:36][C:37](=[O:38])[CH3:39].[Cl-:27].[Cl:11][c:12]1[c:13]([CH:18]=[N:19][C:20]([O:21][C:22]([CH3:23])([CH3:24])[CH3:25])=[O:26])[cH:14][cH:15][cH:16][cH:17]1.[NH4+:28]>>[CH2:1]([S:2](=[O:3])(=[O:4])[CH3:5])[CH:18]([c:13]1[c:12]([Cl:11])[cH:17][cH:16][cH:15][cH:14]1)[NH:19][C:20]([O:21][C:22]([CH3:23])([CH3:24])[CH3:25])=[O:26]. Starting materials: Br, CC(=O)O, COC(=O)C(C)c1ccc(Cl)c(OC)c1. The product is COC(=O)C(C)c1ccc(Cl)c(O)c1. Reaction SMILES: [BrH:1].[CH3:17][C:18](=[O:19])[OH:20].[Cl:2][c:3]1[c:4]([O:15][CH3:16])[cH:5][c:6]([CH:9]([C:10](=[O:11])[O:12][CH3:13])[CH3:14])[cH:7][cH:8]1>>[Cl:2][c:3]1[c:4]([OH:15])[cH:5][c:6]([CH:9]([C:10](=[O:11])[O:12][CH3:13])[CH3:14])[cH:7][cH:8]1.